From a dataset of the Open Reaction Database (ORD), a public repository of structured organic reaction records. describe an organic reaction: reactants, conditions, products, and yield Starting materials: CN(C)c1ccc(C(c2ccc(N(C)C)cc2)c2ccc(N(C)C)cc2C(=O)O)cc1, [Co], [Na+], [Na+], O=C([O-])[O-], O, O=[N+]([O-])c1ccc(O)c(N=Nc2c(O)c(S(=O)(=O)O)cc3cc(S(=O)(=O)O)ccc23)c1. The product is CN(C)c1ccc(C2(c3ccc(N(C)C)cc3)OC(=O)c3cc(N(C)C)ccc32)cc1. Reaction SMILES: [CH3:7][N:8]([c:9]1[cH:10][cH:11][c:12]([CH:13]([c:14]2[cH:15][cH:16][c:17]([N:20]([CH3:21])[CH3:22])[cH:18][cH:19]2)[c:23]2[c:24]([C:25](=[O:26])[OH:27])[cH:28][c:29]([N:32]([CH3:33])[CH3:34])[cH:30][cH:31]2)[cH:35][cH:36]1)[CH3:37].[Co:70].[Na+:1].[Na+:2].[O-:3][C:4](=[O:5])[O-:6].[O:69].[OH:38][c:39]1[cH:40][cH:41][c:42]([N+:43]([O-:44])=[O:45])[cH:46][c:47]1[N:48]=[N:49][c:50]1[c:51]2[c:52]([cH:53][c:54]([S:55]([OH:56])(=[O:57])=[O:58])[cH:59][cH:60]2)[cH:61][c:62]([S:63]([OH:64])(=[O:65])=[O:66])[c:67]1[OH:68]>>[CH3:7][N:8]([c:9]1[cH:10][cH:11][c:12]([C:13]2([c:14]3[cH:15][cH:16][c:17]([N:20]([CH3:21])[CH3:22])[cH:18][cH:19]3)[c:23]3[c:24]([cH:28][c:29]([N:32]([CH3:33])[CH3:34])[cH:30][cH:31]3)[C:25](=[O:27])[O:26]2)[cH:35][cH:36]1)[CH3:37]. The reactants are COc1cc2c(c(Cl)c1F)NCC2, CCC(C1CC1)n1cc(Cl)nc(Cl)c1=O. Yields the product CCC(C1CC1)n1cc(Cl)nc(N2CCc3cc(OC)c(F)c(Cl)c32)c1=O. RXN SMILES: [Cl:16][c:17]1[c:18]([F:28])[c:19]([O:26][CH3:27])[cH:20][c:21]2[c:25]1[NH:24][CH2:23][CH2:22]2.[Cl:1][c:2]1[c:3](=[O:15])[n:4]([CH:9]([CH2:10][CH3:11])[CH:12]2[CH2:13][CH2:14]2)[cH:5][c:6]([Cl:8])[n:7]1>>[c:2]1([N:24]2[CH2:23][CH2:22][c:21]3[cH:20][c:19]([O:26][CH3:27])[c:18]([F:28])[c:17]([Cl:16])[c:25]32)[c:3](=[O:15])[n:4]([CH:9]([CH2:10][CH3:11])[CH:12]2[CH2:13][CH2:14]2)[cH:5][c:6]([Cl:8])[n:7]1. Starting materials: C(=O)[C@H]1N(C(OC1)(C)C)C(=O)OC(C)(C)C (tert-butyl (4S)-4-formyl-2,2-dimethyl-1,3-oxazolidine-3-carboxylate), C1(=CC=CC=C1)CN (phenylmethanamine), C1(=CC=CC=C1)C (toluene), C(C)(=O)O[BH-](OC(C)=O)OC(C)=O.[Na+] (sodium bis(acetyloxy)boranuidyl acetate). The solvent is ClCCCl (1,2-dichloroethane), O (water). Conditions: time 2 hour. The product is C(C1=CC=CC=C1)NC[C@@H]1N(C(OC1)(C)C)C(=O)OC(C)(C)C (tert-Butyl (4S)-4-[(benzylamino)methyl]-2,2-dimethyl-1,3-oxazolidine-3-carboxylate). Yield: 60.8%. Reaction SMILES: [CH:1]([C@@H:3]1[CH2:7][O:6][C:5]([CH3:9])([CH3:8])[N:4]1[C:10]([O:12][C:13]([CH3:16])([CH3:15])[CH3:14])=[O:11])=O.[C:17]1([CH2:23][NH2:24])[CH:22]=[CH:21][CH:20]=[CH:19][CH:18]=1.C1(C)C=CC=CC=1.C(O[BH-](OC(=O)C)OC(=O)C)(=O)C.[Na+]>ClCCCl.O>[CH2:23]([NH:24][CH2:1][C@H:3]1[CH2:7][O:6][C:5]([CH3:9])([CH3:8])[N:4]1[C:10]([O:12][C:13]([CH3:16])([CH3:15])[CH3:14])=[O:11])[C:17]1[CH:22]=[CH:21][CH:20]=[CH:19][CH:18]=1 |f:3.4|. Procedure details: A mixture of tert-butyl (4S)-4-formyl-2,2-dimethyl-1,3-oxazolidine-3-carboxylate (1.0 g, 4.36 mmol), phenylmethanamine (491 mg, 4.58 mmol) and toluene (8 mL) was heated under reflux with stirring for 2 hours. The mixture was concentrated in vacuo. The residue was dissolved in 1,2-dichloroethane (10 mL), to which sodium bis(acetyloxy)boranuidyl acetate (2.31 g, 10.91 mmol) was added. The mixture was stirred at room temperature for two days, then diluted with water (25 mL), extracted with dichloro...